Dataset: the Open Reaction Database (ORD), a public repository of structured organic reaction records. Task: describe an organic reaction: reactants, conditions, products, and yield The reactants are [H-], [Li], O=C(C1CSCCN1)N1CCCC1, [Na+], [Na+], C1CCOC1, O, O, O, O, O, O, O, O, O, O, O=S(=O)([O-])[O-]. Yields the product C1CCN(CC2CSCCN2)C1. RXN SMILES: [H-:15].[Li:14].[N:1]1([C:6](=[O:7])[CH:8]2[CH2:9][S:10][CH2:11][CH2:12][NH:13]2)[CH2:2][CH2:3][CH2:4][CH2:5]1.[Na+:31].[Na+:32].[O:33]1[CH2:34][CH2:35][CH2:36][CH2:37]1.[OH2:16].[OH2:17].[OH2:18].[OH2:19].[OH2:20].[OH2:21].[OH2:22].[OH2:23].[OH2:24].[OH2:25].[S:26]([O-:27])([O-:28])(=[O:29])=[O:30]>>[N:1]1([CH2:6][CH:8]2[CH2:9][S:10][CH2:11][CH2:12][NH:13]2)[CH2:2][CH2:3][CH2:4][CH2:5]1.